From a dataset of the Open Reaction Database (ORD), a public repository of structured organic reaction records. describe an organic reaction: reactants, conditions, products, and yield The reactants are [Ag+2], O=C([O-])[O-], COc1c2c(c(OC)c3ccccc13)C(=O)C1CC(O)(C(C)O)CCC1C2, c1ccccc1. Yields the product COc1c2c(c(OC)c3ccccc13)C(=O)C1CC(O)(C(C)=O)CCC1C2. As a reaction SMILES: [Ag+2:38].[C:34](=[O:35])([O-:36])[O-:37].[OH:1][CH:2]([CH3:3])[C:4]1([OH:27])[CH2:5][CH:6]2[C:7](=[O:26])[c:8]3[c:9]([O:24][CH3:25])[c:10]4[cH:11][cH:12][cH:13][cH:14][c:15]4[c:16]([O:22][CH3:23])[c:17]3[CH2:18][CH:19]2[CH2:20][CH2:21]1.[cH:28]1[cH:29][cH:30][cH:31][cH:32][cH:33]1>>[O:1]=[C:2]([CH3:3])[C:4]1([OH:27])[CH2:5][CH:6]2[C:7](=[O:26])[c:8]3[c:9]([O:24][CH3:25])[c:10]4[cH:11][cH:12][cH:13][cH:14][c:15]4[c:16]([O:22][CH3:23])[c:17]3[CH2:18][CH:19]2[CH2:20][CH2:21]1. Reactants: C(C1=CC=CC=C1)C1=C(N=C(S1)N)C1=CC=C(C=C1)OC (5-benzyl-4-(4-methoxy-phenyl)-thiazol-2-ylamine), COC1=CC=C(C(=O)Cl)C=C1 (p-methoxybenzoyl chloride). The yield is 58.7%. As a reaction SMILES: [CH2:1]([C:8]1[S:12][C:11]([NH2:13])=[N:10][C:9]=1[C:14]1[CH:19]=[CH:18][C:17]([O:20][CH3:21])=[CH:16][CH:15]=1)[C:2]1[CH:7]=[CH:6][CH:5]=[CH:4][CH:3]=1.[CH3:22][O:23][C:24]1[CH:32]=[CH:31][C:27]([C:28](Cl)=[O:29])=[CH:26][CH:25]=1>>[CH2:1]([C:8]1[S:12][C:11]([NH:13][C:28](=[O:29])[C:27]2[CH:31]=[CH:32][C:24]([O:23][CH3:22])=[CH:25][CH:26]=2)=[N:10][C:9]=1[C:14]1[CH:15]=[CH:16][C:17]([O:20][CH3:21])=[CH:18][CH:19]=1)[C:2]1[CH:3]=[CH:4][CH:5]=[CH:6][CH:7]=1. Yields the product C(C1=CC=CC=C1)C1=C(N=C(S1)NC(C1=CC=C(C=C1)OC)=O)C1=CC=C(C=C1)OC (N-[5-benzyl-4-(4-methoxy-phenyl)-thiazol-2-yl]-4-methoxy-benzamide). Reported procedure: A procedure similar to that in Example 4 was used. 5-benzyl-4-(4-methoxy-phenyl)-thiazol-2-ylamine prepared in Example 1 and p-methoxybenzoyl chloride prepared in the step 1 were used as starting materials, allowed to react at room temperature overnight, followed by post-treatment to obtain a crude product, which was purified by a silica gel column chromatography eluted with a gradient of dichloromethane and ethyl acetate (100:0-10:1) to obtain a product as a white solid in a yield of 58.7%, mp:... Procedure: Part D: To a stirred solution of 1.4 g (4.8 mmol) 5-amino-3-isopropyl-1-(2-chloro-6-methyl-phenyl)pyrazole-4-carboxamide in 100 mL absolute ethanol was added 5.14 g (28.8 mmol) of 4-amino-phenylacetate followed by 10.7 mL (28.8 mmol) of 2.66 M sodium ethoxide in ethanol. The solution was stirred 18 h at reflux and the heating mantle was then removed. The reaction was treated with water and 10% aq. HOAc, cooled to ambient temperature, and filtered. The solid purified by coloumn chromatography on ... Reactants: NC1=C(C(=NN1C1=C(C=CC=C1C)Cl)C(C)C)C(=O)N (5-amino-3-isopropyl-1-(2-chloro-6-methyl-phenyl)pyrazole-4-carboxamide), NC1=CC=C(C=C1)CC(=O)[O-] (4-amino-phenylacetate), [O-]CC.[Na+] (sodium ethoxide). Solvent: C(C)O (ethanol), C(C)O (ethanol). As a reaction SMILES: [NH2:1][C:2]1[N:6]([C:7]2[C:12]([CH3:13])=[CH:11][CH:10]=[CH:9][C:8]=2[Cl:14])[N:5]=[C:4]([CH:15]([CH3:17])[CH3:16])[C:3]=1[C:18]([NH2:20])=[O:19].[NH2:21][C:22]1[CH:27]=[CH:26][C:25]([CH2:28][C:29]([O-])=O)=[CH:24][CH:23]=1.[O-]CC.[Na+]>C(O)C>[Cl:14][C:8]1[CH:9]=[CH:10][CH:11]=[C:12]([CH3:13])[C:7]=1[N:6]1[C:2]2=[N:1][C:29]([CH2:28][C:25]3[CH:26]=[CH:27][C:22]([NH2:21])=[CH:23][CH:24]=3)=[N:20][C:18](=[O:19])[C:3]2=[C:4]([CH:15]([CH3:17])[CH3:16])[NH:5]1 |f:2.3|. Run at time 18 hour. The yield is 37.9%. Product: ClC1=C(C(=CC=C1)C)N1NC(=C2C1=NC(=NC2=O)CC2=CC=C(C=C2)N)C(C)C (1-(2-chloro-6-methylphenyl)-3-isopropyl-6-(4-aminobenzyl)-pyrazolo[3,4-d]pyrimidin-4-one). The product is CC=1NC=2C=C(N(C(C2C(C1C(=O)OCC)C1=C(C=CC=C1)C(F)(F)F)=O)C1=C(C=CC=C1)OC)C1=C(C=CC=C1)OC (Ethyl 1,4,5,6-Tetrahydro-2-methyl-4-(2-trifluoromethylphenyl)-5-oxo-6,7-di(2-methoxyphenyl)-1,6-naphthyridine-3-carboxylate). Procedure details: This product is obtained using the procedure of Example 1 from diethyl 1,4-dihydro-4-(2-trifluoromethylphenyl)-2,6-dimethyl-3,5-pyridine dicarboxylate and N-(2-methoxyphenyl)-2-methoxy-benzimidoyl chloride (1.2 g, 4.1%). RXN SMILES: [F:1][C:2]([F:28])([F:27])[C:3]1[CH:8]=[CH:7][CH:6]=[CH:5][C:4]=1[CH:9]1[C:14]([C:15]([O:17][CH2:18][CH3:19])=[O:16])=[C:13]([CH3:20])[NH:12][C:11]([CH3:21])=[C:10]1[C:22](OCC)=[O:23].[CH3:29][O:30][C:31]1[CH:36]=[CH:35][CH:34]=[CH:33][C:32]=1[N:37]=[C:38](Cl)[C:39]1[CH:44]=[CH:43][CH:42]=[CH:41][C:40]=1[O:45][CH3:46]>>[CH3:20][C:13]1[NH:12][C:11]2[CH:21]=[C:38]([C:39]3[CH:44]=[CH:43][CH:42]=[CH:41][C:40]=3[O:45][CH3:46])[N:37]([C:32]3[CH:33]=[CH:34][CH:35]=[CH:36][C:31]=3[O:30][CH3:29])[C:22](=[O:23])[C:10]=2[CH:9]([C:4]2[CH:5]=[CH:6][CH:7]=[CH:8][C:3]=2[C:2]([F:28])([F:1])[F:27])[C:14]=1[C:15]([O:17][CH2:18][CH3:19])=[O:16]. Starting materials: FC(C1=C(C=CC=C1)C1C(=C(NC(=C1C(=O)OCC)C)C)C(=O)OCC)(F)F (diethyl 1,4-dihydro-4-(2-trifluoromethylphenyl)-2,6-dimethyl-3,5-pyridine dicarboxylate), COC1=C(C=CC=C1)N=C(C1=C(C=CC=C1)OC)Cl (N-(2-methoxyphenyl)-2-methoxy-benzimidoyl chloride).